Task: describe an organic reaction: reactants, conditions, products, and yield. Dataset: the Open Reaction Database (ORD), a public repository of structured organic reaction records The reactants are [S-]C#N.[K+] (Potassium thiocyanate), NC=1C=CC(=NC1)OC=1C=C(C=CC1Cl)NC(C1=CC(=CC=C1)C(C)(C)C#N)=O (N-{3-[(5-Aminopyridin-2-yl)oxy]-4-chlorophenyl}-3-(1-cyano-1-methylethyl)benzamide), BrBr (bromine). Solvent: C(C)(=O)O (acetic acid), C(C)(=O)O (acetic acid). Run at time 10 minute. Yields the product NC=1SC2=NC(=CC=C2N1)OC=1C=C(C=CC1Cl)NC(C1=CC(=CC=C1)C(C)(C)C#N)=O (N-{3-[(2-amino[1,3]thiazolo[5,4-b]pyridin-5-yl)oxy]-4-chlorophenyl}-3-(1-cyano-1-methylethyl)benzamide). Yield: 99.0%. As a reaction SMILES: [S-:1][C:2]#[N:3].[K+].[NH2:5][C:6]1[CH:7]=[CH:8][C:9]([O:12][C:13]2[CH:14]=[C:15]([NH:20][C:21](=[O:33])[C:22]3[CH:27]=[CH:26][CH:25]=[C:24]([C:28]([C:31]#[N:32])([CH3:30])[CH3:29])[CH:23]=3)[CH:16]=[CH:17][C:18]=2[Cl:19])=[N:10][CH:11]=1.BrBr>C(O)(=O)C>[NH2:3][C:2]1[S:1][C:11]2[C:6]([N:5]=1)=[CH:7][CH:8]=[C:9]([O:12][C:13]1[CH:14]=[C:15]([NH:20][C:21](=[O:33])[C:22]3[CH:27]=[CH:26][CH:25]=[C:24]([C:28]([C:31]#[N:32])([CH3:29])[CH3:30])[CH:23]=3)[CH:16]=[CH:17][C:18]=1[Cl:19])[N:10]=2 |f:0.1|. Procedure: Potassium thiocyanate (1.33 g, 13.7 mmol) was suspended in acetic acid (30 mL), and the mixture was stirred at room m temperature for 10 min. N-{3-[(5-Aminopyridin-2-yl)oxy]-4-chlorophenyl}-3-(1-cyano-1-methylethyl)benzamide (1.40 g, 3.44 mmol) was added to the obtained solution, and the mixture was further stirred at room temperature for 10 min. A solution of bromine (576 mg, 3.61 mmol) in acetic acid (10 mL) was slowly added dropwise to the obtained solution. After the completion of the dropwi...